This data is from the Open Reaction Database (ORD), a public repository of structured organic reaction records. The task is: describe an organic reaction: reactants, conditions, products, and yield Reactants: N(C1=CC=CC=C1)C=1SC(=CN1)C1=C(N2C(C(C2SC1)NC(CC=1SC=CC1)=O)=O)C(=O)OC(C1=CC=CC=C1)C1=CC=CC=C1 (3-(2-Anilinothiazol-5-yl)-2-benzhydryloxycarbonyl-8-oxo-7-(thien-2-yl-acetamido)-5-thia-1-azabicyclo[4.2.0]oct-2-ene). The solvent is C(=O)O (formic acid). The product is N(C1=CC=CC=C1)C=1SC(=CN1)C1=C(N2C(C(C2SC1)NC(CC=1SC=CC1)=O)=O)C(=O)O (3-(2-anilinothiazol-5-yl)-2-carboxy-8-oxo-7-(thien-2-yl-acetamido)-5-thia-1-azabicyclo[4.2.0]oct-2-ene). The yield is 59.3%. As a reaction SMILES: [NH:1]([C:8]1[S:9][C:10]([C:13]2[CH2:20][S:19][CH:18]3[N:15]([C:16](=[O:30])[CH:17]3[NH:21][C:22](=[O:29])[CH2:23][C:24]3[S:25][CH:26]=[CH:27][CH:28]=3)[C:14]=2[C:31]([O:33]C(C2C=CC=CC=2)C2C=CC=CC=2)=[O:32])=[CH:11][N:12]=1)[C:2]1[CH:7]=[CH:6][CH:5]=[CH:4][CH:3]=1>C(O)=O>[NH:1]([C:8]1[S:9][C:10]([C:13]2[CH2:20][S:19][CH:18]3[N:15]([C:16](=[O:30])[CH:17]3[NH:21][C:22](=[O:29])[CH2:23][C:24]3[S:25][CH:26]=[CH:27][CH:28]=3)[C:14]=2[C:31]([OH:33])=[O:32])=[CH:11][N:12]=1)[C:2]1[CH:7]=[CH:6][CH:5]=[CH:4][CH:3]=1. Procedure details: 3-(2-Anilinothiazol-5-yl)-2-benzhydryloxycarbonyl-8-oxo-7-(thien-2-yl-acetamido)-5-thia-1-azabicyclo[4.2.0]oct-2-ene (0.9 g) is treated with formic acid (9 cc) by following the procedure described in Reference Example 1, and 3-(2-anilinothiazol-5-yl)-2-carboxy-8-oxo-7-(thien-2-yl-acetamido)-5-thia-1-azabicyclo[4.2.0]oct-2-ene (0.4 g) is obtained in the form of a yellow solid. Starting materials: C(C1=CC=CC=C1)OC=1C=CC=2C3=C(C(=NC2C1)N)N=C(N3CC3OC(OC3)(C)C)COCC (7-benzyloxy-1-[(2,2-dimethyl[1,3]dioxolan-4-yl)methyl]-2-ethoxymethyl-1H-imidazo[4,5-c]quinolin-4-ylamine), CO (methanol). The reagents and catalysts are [OH-].[Pd+2].[OH-] (Palladium hydroxide). Solvent: C(C)#N (acetonitrile). Reaction conditions: time 24 hour. Product: NC1=NC=2C=C(C=CC2C2=C1N=C(N2CC2OC(OC2)(C)C)COCC)O (4-amino-1-[(2,2-dimethyl[1,3]dioxolan-4-yl)methyl]-2-ethoxymethyl-1H-imidazo[4,5-c]quinolin-7-ol). As a reaction SMILES: C([O:8][C:9]1[CH:10]=[CH:11][C:12]2[C:13]3[N:22]([CH2:23][CH:24]4[CH2:28][O:27][C:26]([CH3:30])([CH3:29])[O:25]4)[C:21]([CH2:31][O:32][CH2:33][CH3:34])=[N:20][C:14]=3[C:15]([NH2:19])=[N:16][C:17]=2[CH:18]=1)C1C=CC=CC=1.CO>C(#N)C.[OH-].[Pd+2].[OH-]>[NH2:19][C:15]1[C:14]2[N:20]=[C:21]([CH2:31][O:32][CH2:33][CH3:34])[N:22]([CH2:23][CH:24]3[CH2:28][O:27][C:26]([CH3:30])([CH3:29])[O:25]3)[C:13]=2[C:12]2[CH:11]=[CH:10][C:9]([OH:8])=[CH:18][C:17]=2[N:16]=1 |f:3.4.5|. Reported procedure: Palladium hydroxide (Pearlman's catalyst) (20% palladium w/w on carbon, 900 mg) was added to a solution of 7-benzyloxy-1-[(2,2-dimethyl[1,3]dioxolan-4-yl)methyl]-2-ethoxymethyl-1H-imidazo[4,5-c]quinolin-4-ylamine (9.00 g, 19.46 mmol, 1 eq), prepared as described in Example 152, in acetonitrile (300 mL) and methanol (300 mL) in a sealed vessel and the reaction mixture was placed under hydrogen pressure (30 psi, 2.1×105 Pa) for 24 hours. The crude reaction mixture was filtered through a layer of C... Reported procedure: To a solution of 5.8 mg (0.0107 mmol) {2-[(3R,4S)-3-({(1R)-1-[3,5-Bis(trifluoromethyl)phenyl]ethyl}oxy)-4-(4-fluorophenyl)pyrrolidin-1-yl]-5-oxocyclopent-1-en-1-yl}acetonitrile (step C) in 5 drops DMSO was added 10 mg (0.072 mmol) potassium carbonate and 5 drops 30% aq. hydrogen peroxide. The reaction mixture was stirred at RT for 4 h, then the volatiles removed overnight using a nitrogen gas stream. The residue was purified by prep TLC on silica gel eluting with methylene chloride/methanol (9/1... Reaction conditions: time 4 hour. Reaction SMILES: [F:1][C:2]([F:38])([F:37])[C:3]1[CH:4]=[C:5]([C@H:13]([O:15][C@@H:16]2[C@@H:20]([C:21]3[CH:26]=[CH:25][C:24]([F:27])=[CH:23][CH:22]=3)[CH2:19][N:18]([C:28]3[CH2:32][CH2:31][C:30](=[O:33])[C:29]=3[CH2:34][C:35]#[N:36])[CH2:17]2)[CH3:14])[CH:6]=[C:7]([C:9]([F:12])([F:11])[F:10])[CH:8]=1.C(=O)([O-])[O-:40].[K+].[K+]>CS(C)=O.OO>[F:38][C:2]([F:1])([F:37])[C:3]1[CH:4]=[C:5]([C@H:13]([O:15][C@@H:16]2[C@@H:20]([C:21]3[CH:22]=[CH:23][C:24]([F:27])=[CH:25][CH:26]=3)[CH2:19][N:18]([C:28]3[CH2:32][CH2:31][C:30](=[O:33])[C:29]=3[CH2:34][C:35]([NH2:36])=[O:40])[CH2:17]2)[CH3:14])[CH:6]=[C:7]([C:9]([F:10])([F:11])[F:12])[CH:8]=1 |f:1.2.3|. Yields the product FC(C=1C=C(C=C(C1)C(F)(F)F)[C@@H](C)O[C@H]1CN(C[C@@H]1C1=CC=C(C=C1)F)C1=C(C(CC1)=O)CC(=O)N)(F)F (2-{2-[(3R,4S)-3-({(1R)-1-[3,5-bis(trifluoromethyl)phenyl]ethyl}oxy)-4-(4-fluorophenyl)pyrrolidin-1-yl]-5-oxocyclopent-1-en-1-yl}acetamide). The reagents and catalysts are CS(=O)C (DMSO), OO (hydrogen peroxide). The reactants are FC(C=1C=C(C=C(C1)C(F)(F)F)[C@@H](C)O[C@H]1CN(C[C@@H]1C1=CC=C(C=C1)F)C1=C(C(CC1)=O)CC#N)(F)F ({2-[(3R,4S)-3-({(1R)-1-[3,5-Bis(trifluoromethyl)phenyl]ethyl}oxy)-4-(4-fluorophenyl)pyrrolidin-1-yl]-5-oxocyclopent-1-en-1-yl}acetonitrile), C([O-])([O-])=O.[K+].[K+] (potassium carbonate). The reactants are COC(CC=1C(=NN(C1C)CC1=CC=C(C=C1)CS(=O)C1=CC=C(C=C1)C(F)(F)F)C)=O ({3,5-Dimethyl-1-[4-(4-trifluoromethyl-benzenesulfinylmethyl)-benzyl]-1H-pyrazol-4-yl}-acetic acid methyl ester), COC(CC=1C(=NN(C1C)CC1=CC=C(C=C1)CS(=O)C1=CC=C(C=C1)C(F)(F)F)C)=O ({3,5-Dimethyl-1-[4-(4-trifluoromethyl-benzenesulfinylmethyl)-benzyl]-1H-pyrazol-4-yl}-acetic acid methyl ester), O (water), Cl (HCl), O (water), [OH-].[Na+] (NaOH). Run in O1CCOCC1 (dioxane). Conditions: temperature 60 celsius, time 1 hour. Yields the product CC1=NN(C(=C1CC(=O)O)C)CC1=CC=C(C=C1)CS(=O)C1=CC=C(C=C1)C(F)(F)F ({3,5-Dimethyl-1-[4-(4-trifluoromethyl-benzenesulfinylmethyl)-benzyl]-1H-pyrazol-4-yl}-acetic acid). As a reaction SMILES: C[O:2][C:3](=[O:32])[CH2:4][C:5]1[C:6]([CH3:31])=[N:7][N:8]([CH2:11][C:12]2[CH:17]=[CH:16][C:15]([CH2:18][S:19]([C:21]3[CH:26]=[CH:25][C:24]([C:27]([F:30])([F:29])[F:28])=[CH:23][CH:22]=3)=[O:20])=[CH:14][CH:13]=2)[C:9]=1[CH3:10].O.[OH-].[Na+].Cl>O1CCOCC1>[CH3:31][C:6]1[C:5]([CH2:4][C:3]([OH:32])=[O:2])=[C:9]([CH3:10])[N:8]([CH2:11][C:12]2[CH:13]=[CH:14][C:15]([CH2:18][S:19]([C:21]3[CH:22]=[CH:23][C:24]([C:27]([F:30])([F:29])[F:28])=[CH:25][CH:26]=3)=[O:20])=[CH:16][CH:17]=2)[N:7]=1 |f:2.3|. Procedure: {3,5-Dimethyl-1-[4-(4-trifluoromethyl-benzenesulfinylmethyl)-benzyl]-1H-pyrazol-4-yl}-acetic acid methyl ester (intermediate 16.2.1, 60 mg, 0.13 mmol) was dissolved in 2 ml dioxane and 1 ml water and aqueous NaOH solution (0.26 ml, 1 M) was added. After stirring for 1 h at 60° C. and dilution with water, aqueous HCl solution (0.39 ml, 1 M) was added. The mixture was extracted twice with ethyl acetate, the organic layer was dried over MgSO4 and evaporated under reduced pressure. Starting materials: C[C@@H]1N(CCN(C1)CC1=CC=C(C=C1)NC)C(=O)OC(C)(C)C (1,1-Dimethylethyl (2S)-2-methyl-4-{[4-(methylamino)phenyl]methyl}-1-piperazinecarboxylate), [BH4-].[Na+] (sodium borohydride). Solvent: 3A. Reaction conditions: temperature 50 celsius. Product: CNC1=CC=C(C=C1)CN1CCN(CC1)C(=O)OC(C)(C)C (1,1-Dimethylethyl 4-{[4-(methylamino)phenyl]methyl}-1-piperazinecarboxylate). As a reaction SMILES: C[C@H:2]1[CH2:7][N:6]([CH2:8][C:9]2[CH:14]=[CH:13][C:12]([NH:15][CH3:16])=[CH:11][CH:10]=2)[CH2:5][CH2:4][N:3]1[C:17]([O:19][C:20]([CH3:23])([CH3:22])[CH3:21])=[O:18].[BH4-].[Na+]>>[CH3:16][NH:15][C:12]1[CH:13]=[CH:14][C:9]([CH2:8][N:6]2[CH2:7][CH2:2][N:3]([C:17]([O:19][C:20]([CH3:23])([CH3:22])[CH3:21])=[O:18])[CH2:4][CH2:5]2)=[CH:10][CH:11]=1 |f:1.2|. Procedure details: The title compound was prepared from D11 using a method similar to that described for D3 in Description 3A although the reaction was heated at 50° C. overnight prior to addition of sodium borohydride and no column chromatography was required. δH (CDCl3, 400 MHz) 7.11 (2H, d), 6.57 (2H, d), 3.69 (1H, br.s), 3.40 (6H, m), 2.83 (3H, s), 2.36 (4H, m), 1.45 (9H, s) [δ values corrected for incorrectly referenced TMS at 0.58 ppm on spectrum]. MS (ES+): 206.2, no molecular ion (MH+) observed. Starting materials: Br, CC(C)(C)ON=O, CC(C)=O, CC(C)c1nsc(N)n1, ClCCl, O. Yields the product CC(C)c1nsc(Br)n1. Reaction SMILES: [BrH:17].[C:1]([O:2][N:3]=[O:4])([CH3:5])([CH3:6])[CH3:7].[CH3:19][C:20](=[O:21])[CH3:22].[CH3:8][CH:9]([CH3:10])[c:11]1[n:12][s:13][c:14]([NH2:16])[n:15]1.[Cl:23][CH2:24][Cl:25].[OH2:18]>>[CH3:8][CH:9]([CH3:10])[c:11]1[n:12][s:13][c:14]([Br:17])[n:15]1.